From a dataset of the Open Reaction Database (ORD), a public repository of structured organic reaction records. describe an organic reaction: reactants, conditions, products, and yield The reactants are C1=CN(C=N1)C(=O)N2C=CN=C2 (CDI), CC=1N=C(SC1C=1N=C(SC1)C1(CC1)C(F)(F)F)N (4′-methyl-2-(1-trifluoromethyl-cyclopropyl)-[4,5]bithiazolyl-2′-ylamine). Solvent: C(Cl)Cl (CH2Cl2). Conditions: time 3 hour. Yields the product CC=1N=C(SC1C=1N=C(SC1)C1(CC1)C(F)(F)F)NC(=O)N1C=NC=C1 (Imidazole-1-carboxylic acid [4′-methyl-2-(1-trifluoromethyl-cyclopropyl)-[4,5]bithiazolyl-2′-yl]-amide). Reaction SMILES: [CH:1]1[N:5]=[CH:4][N:3]([C:6](N2C=NC=C2)=[O:7])[CH:2]=1.[CH3:13][C:14]1[N:15]=[C:16]([NH2:31])[S:17][C:18]=1[C:19]1[N:20]=[C:21]([C:24]2([C:27]([F:30])([F:29])[F:28])[CH2:26][CH2:25]2)[S:22][CH:23]=1>C(Cl)Cl>[CH3:13][C:14]1[N:15]=[C:16]([NH:31][C:6]([N:3]2[CH:2]=[CH:1][N:5]=[CH:4]2)=[O:7])[S:17][C:18]=1[C:19]1[N:20]=[C:21]([C:24]2([C:27]([F:30])([F:29])[F:28])[CH2:25][CH2:26]2)[S:22][CH:23]=1. Procedure: CDI (0.13 g) was added to a stirred solution of 4′-methyl-2-(1-trifluoromethyl-cyclopropyl)-[4,5]bithiazolyl-2′-ylamine (Step 10.2) (0.16 g) in CH2Cl2 (5 mL) at rt. The reaction mixture was then stood for 3 h at 25° C. and the title compound isolated by filtration. The reactants are OCCS(=O)(=O)CC1=C(C=C(C=C1)CS(=O)(=O)CCO)[N+](=O)[O-] (2,5-bis(hydroxyethylsulfonylmethyl)nitrobenzene). Reagents/catalysts: [Pd] (palladium). Product: OCCS(=O)(=O)CC1=C(N)C=C(C=C1)CS(=O)(=O)CCO (2,5-bis(hydroxyethylsulfonylmethyl)aniline). As a reaction SMILES: [OH:1][CH2:2][CH2:3][S:4]([CH2:7][C:8]1[CH:13]=[CH:12][C:11]([CH2:14][S:15]([CH2:18][CH2:19][OH:20])(=[O:17])=[O:16])=[CH:10][C:9]=1[N+:21]([O-])=O)(=[O:6])=[O:5]>[Pd]>[OH:1][CH2:2][CH2:3][S:4]([CH2:7][C:8]1[CH:13]=[CH:12][C:11]([CH2:14][S:15]([CH2:18][CH2:19][OH:20])(=[O:17])=[O:16])=[CH:10][C:9]=1[NH2:21])(=[O:6])=[O:5]. Procedure details: The procedure as described in Examples 13 and 14 is repeated, using each time 150 parts of 2,5-bis(hydroxyethylsulfonylmethyl)nitrobenzene as well as each time the aqueous mother liquor and the palladium catalyst of the previous batch to give each time about 128 parts of 2,5-bis(hydroxyethylsulfonylmethyl)aniline of melting point 197° to 199° C. and a purity (diazotization) of >99%, i.e., mother liquor and catalyst can each be recycled at least 10 times without deterioration of the product or re...